This data is from the Open Reaction Database (ORD), a public repository of structured organic reaction records. The task is: describe an organic reaction: reactants, conditions, products, and yield Starting materials: CC1(OB(OC1(C)C)C1=CC=C(N)C=C1)C (4-(4,4,5,5-tetramethyl-1,3,2-dioxaborolan-2-yl)aniline), N1=CC=CC=C1 (pyridine), ClC(=O)OC (methyl chloroformate). Solvent: CCOC(=O)C (AcOEt), ClCCCl (1,2-dichloroethane). Conditions: temperature 60 celsius, time 6 hour. Product: COC(NC1=CC=C(C=C1)B1OC(C(O1)(C)C)(C)C)=O (methyl[4-(4,4,5,5-tetramethyl-1,3,2-dioxaborolan-2-yl)phenyl]carbamate). The yield is 104.3%. Reaction SMILES: [CH3:1][C:2]1([CH3:16])[C:6]([CH3:8])([CH3:7])[O:5][B:4]([C:9]2[CH:15]=[CH:14][C:12]([NH2:13])=[CH:11][CH:10]=2)[O:3]1.N1C=CC=CC=1.Cl[C:24]([O:26][CH3:27])=[O:25]>ClCCCl.CCOC(C)=O>[CH3:27][O:26][C:24](=[O:25])[NH:13][C:12]1[CH:14]=[CH:15][C:9]([B:4]2[O:3][C:2]([CH3:16])([CH3:1])[C:6]([CH3:7])([CH3:8])[O:5]2)=[CH:10][CH:11]=1. Procedure: A mixture of 4-(4,4,5,5-tetramethyl-1,3,2-dioxaborolan-2-yl)aniline (150 mg, 0.685 mmol) and pyridine (0.277 mL, 3.43 mmol) in 1,2-dichloroethane (3.5 mL) was added methyl chloroformate (0.058 mL, 0.754 mmol) at 0° C. and stirred at 60° C. for 6 hours. The mixture was diluted with AcOEt, washed with 1N HCl, brine, dried over Na2SO4, then filtrated through Celite pad. The filtrate was concentrated to afford the desired product (198 mg, quant) as a pale yellow oil. 1HNMR (CDCl3) 400 MHz δ: 7.75 (d... The reactants are CCCC[SnH](CCCC)CCCC, Cc1ccccc1, CC(C)(C#N)N=NC(C)(C)C#N, CCOC(=O)C1C2CC(O)C(C2I)N1C(C)c1ccccc1. The product is CCOC(=O)C1C2CC(O)C(C2)N1C(C)c1ccccc1. As a reaction SMILES: [CH2:23]([SnH:24]([CH2:25][CH2:26][CH2:27][CH3:28])[CH2:29][CH2:30][CH2:31][CH3:32])[CH2:33][CH2:34][CH3:35].[CH3:48][c:49]1[cH:50][cH:51][cH:52][cH:53][cH:54]1.[N:36]([C:37]([CH3:38])([CH3:39])[C:40]#[N:41])=[N:42][C:43]([CH3:44])([CH3:45])[C:46]#[N:47].[OH:1][CH:2]1[CH2:3][CH:4]2[CH:5]([C:18](=[O:19])[O:20][CH2:21][CH3:22])[N:6]([CH:10]([CH3:11])[c:12]3[cH:13][cH:14][cH:15][cH:16][cH:17]3)[CH:7]1[CH:8]2[I:9]>>[OH:1][CH:2]1[CH2:3][CH:4]2[CH:5]([C:18](=[O:19])[O:20][CH2:21][CH3:22])[N:6]([CH:10]([CH3:11])[c:12]3[cH:13][cH:14][cH:15][cH:16][cH:17]3)[CH:7]1[CH2:8]2. The reactants are CC(CCCCCC)O (2-octanol), ON1C(C=2C(C1=O)=CC=CC2)=O (N-hydroxyphthalimide), OO (hydrogen peroxide), CC(CCCCCC)O (2-octanol), O=O (oxygen). The reagents and catalysts are C(C)(=O)[O-].[Co+2].C(C)(=O)[O-] (cobalt(II) acetate). The solvent is C(C)#N (acetonitrile). The product is CC(CCCCCC)=O (2-octanone). The yield is 53.0%. As a reaction SMILES: [CH3:1][CH:2]([OH:9])[CH2:3][CH2:4][CH2:5][CH2:6][CH2:7][CH3:8].ON1C(=O)C2=CC=CC=C2C1=O.O=O.OO>C([O-])(=O)C.[Co+2].C([O-])(=O)C.C(#N)C>[CH3:1][C:2](=[O:9])[CH2:3][CH2:4][CH2:5][CH2:6][CH2:7][CH3:8] |f:4.5.6|. Reported procedure: A mixture of 5 mmol of 2-octanol, 0.5 mmol of N-hydroxyphthalimide, 0.0005 mmol of cobalt(II) acetate, and 5 ml of acetonitrile was stirred at 75° C. in an oxygen atmosphere (1 atm) for 24 hours. An iodometric analysis of a reaction mixture revealed that hydrogen peroxide was formed in yield of 21% (selectivity: 35%). Separately, a gas chromatographic analysis of the reaction mixture revealed that the conversion rate from 2-octanol was 60%, and 2-octanone was formed in yield of 53%. Reactants: O=C([O-])[O-], CC1(C)OB(c2ccc3cn(Cc4ccccc4)nc3c2)OC1(C)C, COCCOC, CC(C)(C)OC(=O)N1CCN(c2ccc(-c3cc(Br)c4c(N)ncnn34)cc2)CC1, [Na+], [Na+], c1ccc(P(c2ccccc2)(c2ccccc2)[Pd](P(c2ccccc2)(c2ccccc2)c2ccccc2)(P(c2ccccc2)(c2ccccc2)c2ccccc2)P(c2ccccc2)(c2ccccc2)c2ccccc2)cc1. Yields the product CC(C)(C)OC(=O)N1CCN(c2ccc(-c3cc(-c4ccc5cn(Cc6ccccc6)nc5c4)c4c(N)ncnn34)cc2)CC1. As a reaction SMILES: [C:56](=[O:57])([O-:58])[O-:59].[CH2:31]([c:32]1[cH:33][cH:34][cH:35][cH:36][cH:37]1)[n:38]1[n:39][c:40]2[cH:41][c:42]([B:47]3[O:48][C:49]([CH3:50])([CH3:51])[C:52]([CH3:53])([CH3:54])[O:55]3)[cH:43][cH:44][c:45]2[cH:46]1.[CH3:62][O:63][CH2:64][CH2:65][O:66][CH3:67].[NH2:1][c:2]1[n:3][cH:4][n:5][n:6]2[c:7]1[c:8]([Br:30])[cH:9][c:10]2-[c:11]1[cH:12][cH:13][c:14]([N:17]2[CH2:18][CH2:19][N:20]([C:23](=[O:24])[O:25][C:26]([CH3:27])([CH3:28])[CH3:29])[CH2:21][CH2:22]2)[cH:15][cH:16]1.[Na+:60].[Na+:61].[cH:68]1[cH:69][cH:70][c:71]([P:72]([Pd:73]([P:74]([c:75]2[cH:76][cH:77][cH:78][cH:79][cH:80]2)([c:81]2[cH:82][cH:83][cH:84][cH:85][cH:86]2)[c:87]2[cH:88][cH:89][cH:90][cH:91][cH:92]2)([P:93]([c:94]2[cH:95][cH:96][cH:97][cH:98][cH:99]2)([c:100]2[cH:101][cH:102][cH:103][cH:104][cH:105]2)[c:106]2[cH:107][cH:108][cH:109][cH:110][cH:111]2)[P:112]([c:113]2[cH:114][cH:115][cH:116][cH:117][cH:118]2)([c:119]2[cH:120][cH:121][cH:122][cH:123][cH:124]2)[c:125]2[cH:126][cH:127][cH:128][cH:129][cH:130]2)([c:131]2[cH:132][cH:133][cH:134][cH:135][cH:136]2)[c:137]2[cH:138][cH:139][cH:140][cH:141][cH:142]2)[cH:143][cH:144]1>>[NH2:1][c:2]1[n:3][cH:4][n:5][n:6]2[c:7]1[c:8](-[c:42]1[cH:41][c:40]3[n:39][n:38]([CH2:31][c:32]4[cH:33][cH:34][cH:35][cH:36][cH:37]4)[cH:46][c:45]3[cH:44][cH:43]1)[cH:9][c:10]2-[c:11]1[cH:12][cH:13][c:14]([N:17]2[CH2:18][CH2:19][N:20]([C:23](=[O:24])[O:25][C:26]([CH3:27])([CH3:28])[CH3:29])[CH2:21][CH2:22]2)[cH:15][cH:16]1. Reactants: C1(=CC=CC2=C1C=CCCC2)C(=O)NC(C(O)C2=CC=C(OCC(=O)OCC)C=C2)CC2=CC(=CC=C2)OC(C(F)F)(F)F (ethyl (4-{(1RS,2SR)-2-[(6,7-dihydro-5H-benzo[a][7]annulen-1-ylcarbonyl)amino]-1-hydroxy-3-[3-(1,1,2,2-tetrafluoroethoxy)phenyl]propyl}phenoxy)acetate), [OH-].[Na+] (sodium hydroxide), Cl (hydrochloric acid). Run in CO (methanol). Reaction conditions: time 8 hour. Product: C1(=CC=CC2=C1C=CCCC2)C(=O)NC(C(O)C2=CC=C(OCC(=O)O)C=C2)CC2=CC(=CC=C2)OC(C(F)F)(F)F ((4-{(1RS,2SR)-2-[(6,7-dihydro-5H-benzo[a][7]annulen-1-ylcarbonyl)amino]-1-hydroxy-3-[3-(1,1,2,2-tetrafluoroethoxy)phenyl]propyl}phenoxy)acetic acid). Reaction SMILES: [C:1]1([C:12]([NH:14][CH:15]([CH2:31][C:32]2[CH:37]=[CH:36][CH:35]=[C:34]([O:38][C:39]([F:44])([F:43])[CH:40]([F:42])[F:41])[CH:33]=2)[CH:16]([C:18]2[CH:30]=[CH:29][C:21]([O:22][CH2:23][C:24]([O:26]CC)=[O:25])=[CH:20][CH:19]=2)[OH:17])=[O:13])[C:6]2[CH:7]=[CH:8][CH2:9][CH2:10][CH2:11][C:5]=2[CH:4]=[CH:3][CH:2]=1.[OH-].[Na+].Cl>CO>[C:1]1([C:12]([NH:14][CH:15]([CH2:31][C:32]2[CH:37]=[CH:36][CH:35]=[C:34]([O:38][C:39]([F:43])([F:44])[CH:40]([F:41])[F:42])[CH:33]=2)[CH:16]([C:18]2[CH:30]=[CH:29][C:21]([O:22][CH2:23][C:24]([OH:26])=[O:25])=[CH:20][CH:19]=2)[OH:17])=[O:13])[C:6]2[CH:7]=[CH:8][CH2:9][CH2:10][CH2:11][C:5]=2[CH:4]=[CH:3][CH:2]=1 |f:1.2|. Reported procedure: To a solution of ethyl (4-{(1RS,2SR)-2-[(6,7-dihydro-5H-benzo[a][7]annulen-1-ylcarbonyl)amino]-1-hydroxy-3-[3-(1,1,2,2-tetrafluoroethoxy)phenyl]propyl}phenoxy)acetate (100 mg, 0.163 mmol) in methanol (20 ml) was added 2N aqueous sodium hydroxide solution (0.16 ml, 0.32 mmol), and the mixture was stirred overnight at room temperature. The reaction solution was acidified with 1N hydrochloric acid and extracted with ethyl acetate (100 ml×2). The extract was washed with water and saturated brine, dr... Reactants: CC1S[C@H]2N(C(=C1)C(=O)O)C(C2NC(C(=O)C=2N=C(SC2)NC=O)=O)=O (2-methyl-7-[2-(2-formylaminothiazol-4-yl)glyoxylamido]-3-cephem-4-carboxylic acid), C(C)OCC (diethyl ether), CC1S[C@H]2N(C(=C1)C(=O)O)C(C2NC(C(=O)C=2NC(SC2)=NC=O)=O)=O (2-methyl-7-[2-(2-formylimino-2,3-dihydrothiazol-4-yl)glyoxylamido]-3-cephem-4-carboxylic acid), P(=O)(Cl)(Cl)Cl (phosphorus oxychloride). The solvent is CO (methanol). Run at time 30 minute. The product is Cl.CC1S[C@H]2N(C(=C1)C(=O)O)C(C2NC(C(=O)C=2N=C(SC2)N)=O)=O (2-methyl-7-[2-(2-aminothiazol-4-yl)glyoxylamido]-3-cephem-4-carboxylic acid hydrochloride). As a reaction SMILES: [CH3:1][CH:2]1[CH:7]=[C:6]([C:8]([OH:10])=[O:9])[N:5]2[C:11](=[O:26])[CH:12]([NH:13][C:14](=[O:25])[C:15]([C:17]3[N:18]=[C:19]([NH:22]C=O)[S:20][CH:21]=3)=[O:16])[C@H:4]2[S:3]1.P(Cl)(Cl)([Cl:29])=O.C(OCC)C>CO>[ClH:29].[CH3:1][CH:2]1[CH:7]=[C:6]([C:8]([OH:10])=[O:9])[N:5]2[C:11](=[O:26])[CH:12]([NH:13][C:14](=[O:25])[C:15]([C:17]3[N:18]=[C:19]([NH2:22])[S:20][CH:21]=3)=[O:16])[C@H:4]2[S:3]1 |f:4.5|. Reported procedure: To a suspension of 2-methyl-7-[2-(2-formylaminothiazol-4-yl)glyoxylamido]-3-cephem-4-carboxylic acid, which can be represented as 2-methyl-7-[2-(2-formylimino-2,3-dihydrothiazol-4-yl)glyoxylamido]-3-cephem-4-carboxylic acid, (3.0 g.) in methanol (60 ml.) was added dropwise phosphorus oxychloride (2.55 L g.) under ice-cooling and stirring, and the mixture was stirred for 3.5 hours at the same temperature and then for 30 minutes at room temperature. After the reaction, the reaction mixture was pou... Starting materials: CCOC(=O)C1CC(O)CC1CC, CCCC[N+](CCCC)(CCCC)CCCC, N#CC(Cl)(Cl)Cl, ClCCl, [K+], [OH-], O=S(=O)([O-])O. Yields the product CCOC(=O)C1CC(OC(=N)C(Cl)(Cl)Cl)CC1CC. Reaction SMILES: [CH2:1]([CH3:2])[CH:3]1[CH:4]([C:9](=[O:10])[O:11][CH2:12][CH3:13])[CH2:5][CH:6]([OH:8])[CH2:7]1.[CH2:30]([N+:31]([CH2:32][CH2:33][CH2:34][CH3:35])([CH2:36][CH2:37][CH2:38][CH3:39])[CH2:40][CH2:41][CH2:42][CH3:43])[CH2:44][CH2:45][CH3:46].[Cl:16][C:17]([C:18]#[N:19])([Cl:20])[Cl:21].[Cl:22][CH2:23][Cl:24].[K+:15].[OH-:14].[S:25]([O-:26])([OH:27])(=[O:28])=[O:29]>>[CH2:1]([CH3:2])[CH:3]1[CH:4]([C:9](=[O:10])[O:11][CH2:12][CH3:13])[CH2:5][CH:6]([O:8][C:18]([C:17]([Cl:16])([Cl:20])[Cl:21])=[NH:19])[CH2:7]1. The reactants are solid, C12CCCC(CCC1)B2 (9-borabicyclo[3.3.1]nonane), O1CCN(CC1)\C(=C\C1=CC=CC=C1)\C1=CC=CC=C1 ([E]-1-morpholino-1,2-diphenylethene). Solvent: O1CCCC1 (tetrahydrofuran). Run at temperature 25 celsius, time 12 hour. Product: C1(=CC=CC=C1)\C=C/C1=CC=CC=C1 ([Z]-1,2-diphenylethene). Isolated yield 64.9%. As a reaction SMILES: C12BC(CCC1)CCC2.O1CCN(/[C:16](/[C:24]2[CH:29]=[CH:28][CH:27]=[CH:26][CH:25]=2)=[CH:17]/[C:18]2[CH:23]=[CH:22][CH:21]=[CH:20][CH:19]=2)CC1>O1CCCC1>[C:18]1(/[CH:17]=[CH:16]\[C:24]2[CH:25]=[CH:26][CH:27]=[CH:28][CH:29]=2)[CH:23]=[CH:22][CH:21]=[CH:20][CH:19]=1. Procedure: To a mixture of 1.22 g (10.0 mmoles) of solid 9-borabicyclo[3.3.1]nonane (9-BBN) and 2.66 g (10.0 mmoles) of [E]-1-morpholino-1,2-diphenylethene is added 5.0 ml of tetrahydrofuran (THF). The mixture is stirred at 25° C. for 12 hours. The THF is removed under a pressure of about 12 Torr at 25° C. at the end of the 12 hours. The residue is dissolved in 10 ml of methanol and stirred at 25° C. for an additional 12 hours. A by-product, 9-methoxy-9-borabicyclo[3.3.1]nonane morpholine complex crystalli... The reactants are O=C(O)c1cc2cc(Br)ccc2[nH]1, [K+], [K+], [K+], C1COCCO1, O, O=P([O-])([O-])[O-], Cl[Pd]Cl, OB(O)c1ccncc1. The product is O=C(O)c1cc2cc(-c3ccncc3)ccc2[nH]1. As a reaction SMILES: [Br:1][c:2]1[cH:3][c:4]2[cH:5][c:6]([C:11](=[O:12])[OH:13])[nH:7][c:8]2[cH:9][cH:10]1.[K+:19].[K+:20].[K+:21].[O:31]1[CH2:32][CH2:33][O:34][CH2:35][CH2:36]1.[OH2:40].[P:14]([O-:15])([O-:16])([O-:17])=[O:18].[Pd:37]([Cl:38])[Cl:39].[n:22]1[cH:23][cH:24][c:25]([B:28]([OH:29])[OH:30])[cH:26][cH:27]1>>[c:2]1(-[c:25]2[cH:24][cH:23][n:22][cH:27][cH:26]2)[cH:3][c:4]2[cH:5][c:6]([C:11](=[O:12])[OH:13])[nH:7][c:8]2[cH:9][cH:10]1. Starting materials: CC=1SC(=C(C1C=O)C)C (2,4,5-trimethyl-3-thiophenecarboxaldehyde), [Br-].C(C)OC(=O)C=C(C=CC=C(C[P+](C1=CC=CC=C1)(C1=CC=CC=C1)C1=CC=CC=C1)C)C ((7-ethoxycarbonyl-2,6-dimethyl-2,4,6-heptatrienyl)triphenylphosphonium bromide), C(C)O (ethanol), [Na] (sodium). The solvent is CN(C=O)C (dimethylformamide). Reaction conditions: time 4 hour. Yields the product C(C)OC(C=C(C=CC=C(C=CC1=C(SC(=C1C)C)C)C)C)=O (3,7-dimethyl-9-(2,4,5-trimethyl-3-thienyl)-2,4,6,8-nonatetraenoic acid ethyl ester). RXN SMILES: [CH3:1][C:2]1[S:3][C:4]([CH3:10])=[C:5]([CH3:9])[C:6]=1[CH:7]=O.[Br-].[CH2:12]([O:14][C:15]([CH:17]=[C:18]([CH3:44])[CH:19]=[CH:20][CH:21]=[C:22]([CH3:43])[CH2:23][P+](C1C=CC=CC=1)(C1C=CC=CC=1)C1C=CC=CC=1)=[O:16])[CH3:13].[Na].C(O)C>CN(C)C=O>[CH2:12]([O:14][C:15](=[O:16])[CH:17]=[C:18]([CH3:44])[CH:19]=[CH:20][CH:21]=[C:22]([CH3:43])[CH:23]=[CH:7][C:6]1[C:5]([CH3:9])=[C:4]([CH3:10])[S:3][C:2]=1[CH3:1])[CH3:13] |f:1.2,^1:44|. Reported procedure: 1.9 G. of 2,4,5-trimethyl-3-thiophenecarboxaldehyde and 6.75 g. of (7-ethoxycarbonyl-2,6-dimethyl-2,4,6-heptatrienyl)triphenylphosphonium bromide are dissolved in 50 ml of dry dimethylformamide. The solution is treated at 10° C. dropwise with a solution of 0.29 g. of sodium in 8 ml. of ethanol. The mixture is subsequently stirred for 4 hours at room temperature, then introduced into 100 ml. of methanol/water 60:40 parts by volume and thoroughly extracted with hexane. The hexane extract is washed...